describe an organic reaction: reactants, conditions, products, and yield From a dataset of the Open Reaction Database (ORD), a public repository of structured organic reaction records. The reactants are CCCCOCCOc1ccc(-c2ccc3c(c2)C=C(C(=O)Nc2ccc(SCc4nccn4C4CC4)cc2)CCN3CC(C)C)cc1, ClCCl, O=C(OO)c1cccc(Cl)c1. The product is CCCCOCCOc1ccc(-c2ccc3c(c2)C=C(C(=O)Nc2ccc(S(=O)Cc4nccn4C4CC4)cc2)CCN3CC(C)C)cc1. RXN SMILES: [CH2:1]([CH2:2][CH2:3][CH3:4])[O:5][CH2:6][CH2:7][O:8][c:9]1[cH:10][cH:11][c:12](-[c:15]2[cH:16][cH:17][c:18]3[c:19]([cH:48]2)[CH:20]=[C:21]([C:29](=[O:30])[NH:31][c:32]2[cH:33][cH:34][c:35]([S:38][CH2:39][c:40]4[n:41]([CH:45]5[CH2:46][CH2:47]5)[cH:42][cH:43][n:44]4)[cH:36][cH:37]2)[CH2:22][CH2:23][N:24]3[CH2:25][CH:26]([CH3:27])[CH3:28])[cH:13][cH:14]1.[Cl:60][CH2:61][Cl:62].[OH:49][O:50][C:51]([c:52]1[cH:53][c:54]([Cl:55])[cH:56][cH:57][cH:58]1)=[O:59]>>[CH2:1]([CH2:2][CH2:3][CH3:4])[O:5][CH2:6][CH2:7][O:8][c:9]1[cH:10][cH:11][c:12](-[c:15]2[cH:16][cH:17][c:18]3[c:19]([cH:48]2)[CH:20]=[C:21]([C:29](=[O:30])[NH:31][c:32]2[cH:33][cH:34][c:35]([S:38]([CH2:39][c:40]4[n:41]([CH:45]5[CH2:46][CH2:47]5)[cH:42][cH:43][n:44]4)=[O:49])[cH:36][cH:37]2)[CH2:22][CH2:23][N:24]3[CH2:25][CH:26]([CH3:27])[CH3:28])[cH:13][cH:14]1. The reactants are Cl[Cu] (CuCl), CCCCC(CCCC)C1=CC(=NC=C1)C1=NC=CC(=C1)C(CCCC)CCCC (4, 4′-di(5-nonyl)-2,2′-bipyridine), C1(=CC=CC=C1)OC1=CC=CC=C1 (diphenyl ether), C(C(=C)C)(=O)OC (methyl methacrylate), C1(=CC=CC=C1)C(C)Cl (1-phenylethyl chloride). Product: C(C(=C)C)(=O)OC.C1(=CC=CC=C1)C(C)Cl.Cl[Cu] (Methyl Methacrylate 1-Phenylethyl Chloride CuCl). As a reaction SMILES: [Cl:1][Cu:2].CCCCC(C1C=CN=C(C2C=C(C(CCCC)CCCC)C=CN=2)C=1)CCCC.C1(OC2C=CC=CC=2)C=CC=CC=1.[C:46]([O:51][CH3:52])(=[O:50])[C:47]([CH3:49])=[CH2:48].[C:53]1([CH:59]([Cl:61])[CH3:60])[CH:58]=[CH:57][CH:56]=[CH:55][CH:54]=1>>[C:46]([O:51][CH3:52])(=[O:50])[C:47]([CH3:49])=[CH2:48].[C:53]1([CH:59]([Cl:61])[CH3:60])[CH:58]=[CH:57][CH:56]=[CH:55][CH:54]=1.[Cl:1][Cu:2] |f:5.6.7|. Procedure: A dry round-bottomed flask was charged with CuCl (23.2 mg; 0.234 mmol), 4, 4′-di(5-nonyl)-2,2′-bipyridine (190.9 mg; 0.468 mmol) and diphenyl ether (10.0 ml). The flask was sealed with a rubber septum and was cycled between vacuum and argon three times to remove the oxygen. Degassed methyl methacrylate (10.0 ml; 93.6 mmol) was added using degassed syringes and stainless steel needles. The 1-phenylethyl chloride (62 mL; 0.468 mmol) was added and the flask was immersed in an oil bath held by a the... Yields the product Cl.Cl.C(=O)(O)C=1C=C(C=CC1)C=1C=NC(=NC1)N1CCC(CC1)C1=NC=2CC(C[C@@H](C2C(=C1[C@H](C1=CC=C(C=C1)C(F)(F)F)F)C1CCC(CC1)(F)F)O)(C)C ((5S)-2-{1-[5-(3-Carboxyphenyl)pyrimidin-2-yl]piperidin-4-yl}-4-(4,4-difluorocyclohexyl)-3-{(S)-fluoro[4-(trifluoromethyl)phenyl]methyl}-7,7-dimethyl-5,6,7,8-tetrahydroquinolin-5-ol dihydrochloride), powder. RXN SMILES: [ClH:1].[C:2]([C:5]1[CH:6]=[C:7]([C:11]2[CH:12]=[N:13][C:14]([N:17]3[CH2:22][CH2:21][CH:20]([C:23]4[C:32]([C@@H:33]([F:44])[C:34]5[CH:39]=[CH:38][C:37]([C:40]([F:43])([F:42])[F:41])=[CH:36][CH:35]=5)=[C:31]([CH:45]5[CH2:50][CH2:49][C:48]([F:52])([F:51])[CH2:47][CH2:46]5)[C:30]5[C@@H:29]([OH:53])[CH2:28][C:27]([CH3:55])([CH3:54])[CH2:26][C:25]=5[N:24]=4)[CH2:19][CH2:18]3)=[N:15][CH:16]=2)[CH:8]=[CH:9][CH:10]=1)([OH:4])=[O:3]>CC(C)=O>[ClH:1].[ClH:1].[C:2]([C:5]1[CH:6]=[C:7]([C:11]2[CH:16]=[N:15][C:14]([N:17]3[CH2:22][CH2:21][CH:20]([C:23]4[C:32]([C@@H:33]([F:44])[C:34]5[CH:39]=[CH:38][C:37]([C:40]([F:41])([F:42])[F:43])=[CH:36][CH:35]=5)=[C:31]([CH:45]5[CH2:50][CH2:49][C:48]([F:51])([F:52])[CH2:47][CH2:46]5)[C:30]5[C@@H:29]([OH:53])[CH2:28][C:27]([CH3:55])([CH3:54])[CH2:26][C:25]=5[N:24]=4)[CH2:19][CH2:18]3)=[N:13][CH:12]=2)[CH:8]=[CH:9][CH:10]=1)([OH:4])=[O:3] |f:3.4.5|. The yield is 84.0%. Reported procedure: Reactions similar to those of Example 13 were performed except for using 7.4 μl (89 μmol) of 35% hydrochloric acid and using 0.30 ml of acetone, and from 30.5 mg (40.5 μmol) of (5S)-2-{1-[5-(3-Carboxyphenyl)pyrimidin-2-yl]piperidin-4-yl}-4-(4,4-difluorocyclohexyl)-3-{(S)-fluoro[4-(trifluoromethyl)phenyl]methyl}-7,7-dimethyl-5,6,7,8-tetrahydroquinolin-5-ol, which was prepared by a method similar to that of Reference Example 30, 28.0 mg of the title compound was obtained as a white powder (yield: ... Reactants: Cl (hydrochloric acid), C(=O)(O)C=1C=C(C=CC1)C=1C=NC(=NC1)N1CCC(CC1)C1=NC=2CC(C[C@@H](C2C(=C1[C@H](C1=CC=C(C=C1)C(F)(F)F)F)C1CCC(CC1)(F)F)O)(C)C ((5S)-2-{1-[5-(3-Carboxyphenyl)pyrimidin-2-yl]piperidin-4-yl}-4-(4,4-difluorocyclohexyl)-3-{(S)-fluoro[4-(trifluoromethyl)phenyl]methyl}-7,7-dimethyl-5,6,7,8-tetrahydroquinolin-5-ol). Run in CC(=O)C (acetone). Starting materials: CCOC(=O)C(=O)c1ccc(SC2CC2)c(Br)c1, C1CCOC1, Cl, [I-], c1ccc([P+](CC2CCOCC2)(c2ccccc2)c2ccccc2)cc1. The product is CCOC(=O)C(=CC1CCOCC1)c1ccc(SC2CC2)c(Br)c1. Reaction SMILES: [CH2:28]([CH3:29])[O:30][C:31]([C:32](=[O:33])[c:34]1[cH:35][c:36]([Br:44])[c:37]([S:40][CH:41]2[CH2:42][CH2:43]2)[cH:38][cH:39]1)=[O:45].[CH2:47]1[O:48][CH2:49][CH2:50][CH2:51]1.[ClH:46].[I-:1].[c:2]1([P+:3]([c:4]2[cH:5][cH:6][cH:7][cH:8][cH:16]2)([CH2:9][CH:10]2[CH2:11][CH2:12][O:13][CH2:14][CH2:15]2)[c:17]2[cH:18][cH:19][cH:20][cH:21][cH:22]2)[cH:23][cH:24][cH:25][cH:26][cH:27]1>>[CH:9]([CH:10]1[CH2:11][CH2:12][O:13][CH2:14][CH2:15]1)=[C:32]([C:31]([O:30][CH2:28][CH3:29])=[O:45])[c:34]1[cH:35][c:36]([Br:44])[c:37]([S:40][CH:41]2[CH2:42][CH2:43]2)[cH:38][cH:39]1. Starting materials: C(C)OC(C(NC(C)=O)CC=1C=C2C=CC=NC2=CC1)=O (N-Acetyl β-(6-quinolinyl)-D,L-alanine ethyl ester). Run in Cl (HCl). Run at time 20 hour. Product: N1=CC=CC2=CC(=CC=C12)CC(N)C(=O)O (β-(6-Quinolinyl)-D,L-alanine). As a reaction SMILES: C([O:3][C:4](=[O:21])[CH:5]([CH2:10][C:11]1[CH:12]=[C:13]2[C:18](=[CH:19][CH:20]=1)[N:17]=[CH:16][CH:15]=[CH:14]2)[NH:6]C(=O)C)C>Cl>[N:17]1[C:18]2[C:13](=[CH:12][C:11]([CH2:10][CH:5]([C:4]([OH:21])=[O:3])[NH2:6])=[CH:20][CH:19]=2)[CH:14]=[CH:15][CH:16]=1. Procedure: N-Acetyl β-(6-quinolinyl)-D,L-alanine ethyl ester (728 mg, 2.55 mmol) was heated at reflux in 6N HCl (20 mL). After 20 h, the reaction mixture was concentrated to dryness and the residue was dried in vacuo to provide the title compound, which was used directly in the next reaction. Isolated yield 77.5%. Solvent: C(CO)O (ethylene glycol). Starting materials: CS(=O)CCS(=O)(=O)NCCCC1=CC=C(C=C1)C=1C=CC(NN1)=O (6-[4-(3-(2-methylsulfinylethyl)sulfonylaminopropyl)phenyl]pyridazin-3(2H)-one), ice water. RXN SMILES: CS([CH2:4][CH2:5][S:6]([NH:9][CH2:10][CH2:11][CH2:12][C:13]1[CH:18]=[CH:17][C:16]([C:19]2[CH:20]=[CH:21][C:22](=[O:25])[NH:23][N:24]=2)=[CH:15][CH:14]=1)(=[O:8])=[O:7])=O>C(O)CO>[CH:5]([S:6]([NH:9][CH2:10][CH2:11][CH2:12][C:13]1[CH:18]=[CH:17][C:16]([C:19]2[CH:20]=[CH:21][C:22](=[O:25])[NH:23][N:24]=2)=[CH:15][CH:14]=1)(=[O:7])=[O:8])=[CH2:4]. Conditions: temperature 180 celsius, time 1 hour. Procedure: An ethylene glycol solution (25 ml) containing 2.48 g of 6-[4-(3-(2-methylsulfinylethyl)sulfonylaminopropyl)phenyl]pyridazin-3(2H)-one was stirred at 180° C. for 1 hour. The reaction mixture was poured into ice water, and precipitated crystal was collected by filtration, washed with water, dried and then recrystallized from methanol to obtain 1.60 g of 6-[4-(3-vinylsulfonylaminopropyl)phenyl]-pyridazin-3(2H)-one. The product is C(=C)S(=O)(=O)NCCCC1=CC=C(C=C1)C=1C=CC(NN1)=O (6-[4-(3-vinylsulfonylaminopropyl)phenyl]-pyridazin-3(2H)-one).